From a dataset of the Open Reaction Database (ORD), a public repository of structured organic reaction records. describe an organic reaction: reactants, conditions, products, and yield Starting materials: C(CC)N1C(NC(C=2NC=NC12)=O)=O (3-propylxanthine), [OH-].[Na+] (sodium hydroxide), C(C1=CC=CC=C1)Br (benzyl bromide). Run in CO (methanol), O (water). Conditions: temperature 70 celsius, time 1 hour. The product is C(C1=CC=CC=C1)N1C=NC=2N(C(NC(C12)=O)=O)CCC (7-Benzyl-3-propylxanthine). RXN SMILES: [OH-].[Na+].[CH2:3]([N:6]1[C:14]2[N:13]=[CH:12][NH:11][C:10]=2[C:9](=[O:15])[NH:8][C:7]1=[O:16])[CH2:4][CH3:5].[CH2:17](Br)[C:18]1[CH:23]=[CH:22][CH:21]=[CH:20][CH:19]=1>O.CO>[CH2:17]([N:11]1[C:10]2[C:9](=[O:15])[NH:8][C:7](=[O:16])[N:6]([CH2:3][CH2:4][CH3:5])[C:14]=2[N:13]=[CH:12]1)[C:18]1[CH:23]=[CH:22][CH:21]=[CH:20][CH:19]=1 |f:0.1|. Procedure: 4.12 g (0.103 mol) of sodium hydroxide dissolved in 41 ml of water were added to a suspension of 20 g (0.103 mol) of 3-propylxanthine in 112 ml of methanol and the reaction mixture was stirred at 70° C. for one hour, then treated dropwise at the same temperature with 12.23 ml (0.103 mol) of benzyl bromide and kept between 70° and 80° C. for 4 hours. The mixture was cooled, filtered cold on a suction filter, and the product was washed with water on the suction filter and dried under reduced press...